This data is from the Open Reaction Database (ORD), a public repository of structured organic reaction records. The task is: describe an organic reaction: reactants, conditions, products, and yield Reactants: N-(4-Mthoxyphenyl)-ethane-1,2-diamine, C=1C=CC2=C(C1)N=NN2O (HOBt), CC(N=C=NC(C)C)C (DIC), IC1=CC=C(C=C1)CC(C(=O)O)NC(C1=CC(=CC=C1)C)=O (3-(4-Iodo-phenyl)-2-(3-methyl-benzoylamino)-propionic acid), CN(C)C=O (DMF). Run in CCOC(=O)C (EtOAc). Run at time 10 minute. The product is IC1=CC=C(C=C1)C[C@@H](C(NCCNC1=CC=C(C=C1)OC)=O)NC(C1=CC(=CC=C1)C)=O ((S)-N-{2-(4-Iodo-phenyl)-1-[2-(4-methoxy-phenylamino)-ethylcarbamoyl]-ethyl}-3-methyl-benzamide). The yield is 68.0%. As a reaction SMILES: [I:1][C:2]1[CH:7]=[CH:6][C:5]([CH2:8][CH:9]([NH:13][C:14](=[O:22])[C:15]2[CH:20]=[CH:19][CH:18]=[C:17]([CH3:21])[CH:16]=2)[C:10]([OH:12])=O)=[CH:4][CH:3]=1.[CH:23]1[CH:24]=[CH:25][C:26]2N(O)N=[N:29][C:27]=2[CH:28]=1.[CH3:33][CH:34](C)[N:35]=C=NC(C)C.CN([CH:45]=[O:46])C>CCOC(C)=O>[I:1][C:2]1[CH:3]=[CH:4][C:5]([CH2:8][C@H:9]([NH:13][C:14](=[O:22])[C:15]2[CH:20]=[CH:19][CH:18]=[C:17]([CH3:21])[CH:16]=2)[C:10](=[O:12])[NH:35][CH2:34][CH2:33][NH:29][C:27]2[CH:28]=[CH:23][C:24]([O:46][CH3:45])=[CH:25][CH:26]=2)=[CH:6][CH:7]=1. Procedure details: L-p-Iodo-phenylalanine (3.00 g, 10 mmol) was dissolved in H2O (25 mL) containing equimolar amounts of NaOH (0.40 g, 10 mmol). The solution was cooled to 0° C., then m-toluoyl chloride (1.32 mL, 10 mmol) was added dropwise under vigorous stirring. The mixture was allowed to warm to room temperature and stirred for approx. 2 h. After neutralization with 0.5 M HCl, the product was extracted from the reaction mixture three times with EtOAc. The combined organic layers were dried (MgSO4), filtered an... Reactants: CC(C)(C)C(=O)Oc2ccc1ccccc1c2 (substrate), c2ccc(c1cnco1)cc2 (effective_coupling_partner). The reagents and catalysts are dcype. Reaction conditions: temperature 120 celsius, time 12 hour. Product: c4ccc(c3cnc(c2ccc1ccccc1c2)o3)cc4.